From a dataset of the Open Reaction Database (ORD), a public repository of structured organic reaction records. describe an organic reaction: reactants, conditions, products, and yield Starting materials: CCCC(=O)c1cnc2c(OCCSC)cccc2c1Nc1ccccc1C(C)C, ClCCl, [Na+], O=C([O-])O, O, O=C(OO)c1cccc(Cl)c1. The product is CCCC(=O)c1cnc2c(OCCS(C)=O)cccc2c1Nc1ccccc1C(C)C. As a reaction SMILES: [C:1]([CH2:2][CH2:3][CH3:4])(=[O:5])[c:6]1[cH:7][n:8][c:9]2[c:10]([O:26][CH2:27][CH2:28][S:29][CH3:30])[cH:11][cH:12][cH:13][c:14]2[c:15]1[NH:16][c:17]1[c:18]([CH:23]([CH3:24])[CH3:25])[cH:19][cH:20][cH:21][cH:22]1.[CH2:47]([Cl:48])[Cl:49].[Na+:35].[O-:31][C:32]([OH:33])=[O:34].[OH2:50].[OH:36][O:37][C:38]([c:39]1[cH:40][c:41]([Cl:42])[cH:43][cH:44][cH:45]1)=[O:46]>>[C:1]([CH2:2][CH2:3][CH3:4])(=[O:5])[c:6]1[cH:7][n:8][c:9]2[c:10]([O:26][CH2:27][CH2:28][S:29]([CH3:30])=[O:31])[cH:11][cH:12][cH:13][c:14]2[c:15]1[NH:16][c:17]1[c:18]([CH:23]([CH3:24])[CH3:25])[cH:19][cH:20][cH:21][cH:22]1.